Dataset: the Open Reaction Database (ORD), a public repository of structured organic reaction records. Task: describe an organic reaction: reactants, conditions, products, and yield Reaction SMILES: [Br:1][c:2]1[c:3]([NH:9][C:10]([C:11]([CH3:12])([CH3:13])[CH3:14])=[O:15])[cH:4][c:5]([F:8])[cH:6][cH:7]1.[C:16]([Li:17])([CH3:18])([CH3:19])[CH3:20].[CH2:26]1[O:27][CH2:28][CH2:29][CH2:30]1.[O:21]=[CH:22][N:23]([CH3:24])[CH3:25]>>[c:2]1([CH:22]=[O:21])[c:3]([NH:9][C:10]([C:11]([CH3:12])([CH3:13])[CH3:14])=[O:15])[cH:4][c:5]([F:8])[cH:6][cH:7]1. The product is CC(C)(C)C(=O)Nc1cc(F)ccc1C=O. The reactants are CC(C)(C)C(=O)Nc1cc(F)ccc1Br, [Li]C(C)(C)C, C1CCOC1, CN(C)C=O. The reactants are N1=C(C=CC=C1)CC(=O)O (pyridine-2-yl-acetic acid), Product, C(C1=CC=CC=C1)[C@H]1CN(CCN1)C1=CC=C2C(=NN(C2=C1)C1CCCC1)CC (6-((S)-3-Benzyl-piperazin-1-yl)-1-cyclopentyl-3-ethyl-1H-indazole), C(C1=CC=CC=C1)[C@H]1CN(CCN1)C1=CC=C2C(=NN(C2=C1)C1CCCC1)CC (6-((S)-3-Benzyl-piperazin-1-yl)-1-cyclopentyl-3-ethyl-1H-indazole). Product: C(C1=CC=CC=C1)[C@@H]1N(CCN(C1)C1=CC=C2C(=NN(C2=C1)C1CCC1)CC)C(CC1=NC=CC=C1)=O ((S)-1-(2-benzyl-4-(1-cyclobutyl-3-ethyl-1H-indazol-6-yl)piperazin-1-yl)-2-(pyridin-2-yl)ethanone). As a reaction SMILES: [N:1]1[CH:6]=[CH:5][CH:4]=[CH:3][C:2]=1[CH2:7][C:8]([OH:10])=O.[CH2:11]([C@@H:18]1[NH:23][CH2:22][CH2:21][N:20]([C:24]2[CH:32]=[C:31]3[C:27]([C:28]([CH2:38][CH3:39])=[N:29][N:30]3[CH:33]3[CH2:37][CH2:36][CH2:35]C3)=[CH:26][CH:25]=2)[CH2:19]1)[C:12]1[CH:17]=[CH:16][CH:15]=[CH:14][CH:13]=1>>[CH2:11]([C@H:18]1[CH2:19][N:20]([C:24]2[CH:32]=[C:31]3[C:27]([C:28]([CH2:38][CH3:39])=[N:29][N:30]3[CH:33]3[CH2:35][CH2:36][CH2:37]3)=[CH:26][CH:25]=2)[CH2:21][CH2:22][N:23]1[C:8](=[O:10])[CH2:7][C:2]1[CH:3]=[CH:4][CH:5]=[CH:6][N:1]=1)[C:12]1[CH:13]=[CH:14][CH:15]=[CH:16][CH:17]=1. Reported procedure: Prepared by the method outlined for Example 189 using pyridine-2-yl-acetic acid and 6-((S)3-benzyl-piperazin-1-yl)-1-cyclobutyl-3-ethyl-1H-indazole (Example 56, Compound 144) as starting materials. Product as an oil (30 mg, 68%). LC/MS (Method B) 2.76 min, [M+1]+ 494. Potency class C. Starting materials: NCC[C@@]1(CCN(C(O1)=O)[C@@H](C)C1=CC=C(C=C1)C1=C(C=C(C=C1)F)F)C1=CC=C(C=C1)F ((R)-6-(2-aminoethyl)-3-((S)-1-(2′,4′-difluorobiphenyl-4-yl)ethyl)-6-(4-fluoro phenyl)-1,3-oxazinan-2-one), S(=O)(=O)(N)N (sulfamide). The solvent is O1CCOCC1 (1,4-dioxane). Product: NS(=O)(=O)NCC[C@@]1(CCN(C(O1)=O)[C@@H](C)C1=CC=C(C=C1)C1=C(C=C(C=C1)F)F)C1=CC=C(C=C1)F ((6S)-6-(2-(aminosulfonylamino)ethyl)-3-((S)-1-(2′,4′-difluorobiphenyl-4-yl)ethyl)-6-(4-fluorophenyl)-1,3-oxazinan-2-one). The yield is 25.0%. Reaction SMILES: [NH2:1][CH2:2][CH2:3][C@@:4]1([C:27]2[CH:32]=[CH:31][C:30]([F:33])=[CH:29][CH:28]=2)[O:9][C:8](=[O:10])[N:7]([C@H:11]([C:13]2[CH:18]=[CH:17][C:16]([C:19]3[CH:24]=[CH:23][C:22]([F:25])=[CH:21][C:20]=3[F:26])=[CH:15][CH:14]=2)[CH3:12])[CH2:6][CH2:5]1.[S:34](N)([NH2:37])(=[O:36])=[O:35]>O1CCOCC1>[NH2:37][S:34]([NH:1][CH2:2][CH2:3][C@@:4]1([C:27]2[CH:28]=[CH:29][C:30]([F:33])=[CH:31][CH:32]=2)[O:9][C:8](=[O:10])[N:7]([C@H:11]([C:13]2[CH:14]=[CH:15][C:16]([C:19]3[CH:24]=[CH:23][C:22]([F:25])=[CH:21][C:20]=3[F:26])=[CH:17][CH:18]=2)[CH3:12])[CH2:6][CH2:5]1)(=[O:36])=[O:35]. Procedure: A mixture of (R)-6-(2-aminoethyl)-3-((S)-1-(2′,4′-difluorobiphenyl-4-yl)ethyl)-6-(4-fluoro phenyl)-1,3-oxazinan-2-one (40 mg, 0.09 mmol) and sulfamide (44 mg, 0.45 mmol) in 1,4-dioxane (10 mL) was heated to reflux overnight. When the reaction was over, the solvent was removed to give the residue, which was purified by preparative HPLC to give the desired product (12 mg, 25%). 1H NMR (CDCl3): 1.54 (m, 3H), 2.26 (m, 5H), 3.08 (m, 3H), 4.56 (s, 2H), 5.67 (m, 1H), 6.89 (m, 2H), 7.05 (m, 4H), 7.28 (m... Starting materials: CC(C)C(NC(=O)OCc1ccccc1)C(=O)OCC(OC(=O)C(NC(=O)OCc1ccccc1)C(C)C)C(=O)OC(C)(C)C, ClCCl, O=C(O)C(F)(F)F. Yields the product CC(C)C(NC(=O)OCc1ccccc1)C(=O)OCC(OC(=O)C(NC(=O)OCc1ccccc1)C(C)C)C(=O)O. As a reaction SMILES: [C:1]([CH3:2])([CH3:3])([CH3:4])[O:5][C:6]([CH:7]([CH2:8][O:9][C:10]([CH:11]([NH:12][C:13](=[O:14])[O:15][CH2:16][c:17]1[cH:18][cH:19][cH:20][cH:21][cH:22]1)[CH:23]([CH3:24])[CH3:25])=[O:26])[O:27][C:28]([CH:29]([NH:30][C:31](=[O:32])[O:33][CH2:34][c:35]1[cH:36][cH:37][cH:38][cH:39][cH:40]1)[CH:41]([CH3:42])[CH3:43])=[O:44])=[O:45].[Cl:53][CH2:54][Cl:55].[OH:46][C:47]([C:48]([F:49])([F:50])[F:51])=[O:52]>>[O:5]=[C:6]([CH:7]([CH2:8][O:9][C:10]([CH:11]([NH:12][C:13](=[O:14])[O:15][CH2:16][c:17]1[cH:18][cH:19][cH:20][cH:21][cH:22]1)[CH:23]([CH3:24])[CH3:25])=[O:26])[O:27][C:28]([CH:29]([NH:30][C:31](=[O:32])[O:33][CH2:34][c:35]1[cH:36][cH:37][cH:38][cH:39][cH:40]1)[CH:41]([CH3:42])[CH3:43])=[O:44])[OH:45]. The reactants are [Li]CCCC, CN(C)C(=O)CCl, Cl, Fc1ccc(Oc2ccco2)cc1, C1CCOC1. Yields the product O=C(CCl)c1ccc(Oc2ccc(F)cc2)o1. As a reaction SMILES: [CH2:1]([Li:2])[CH2:3][CH2:4][CH3:5].[Cl:19][CH2:20][C:21](=[O:22])[N:23]([CH3:24])[CH3:25].[ClH:26].[F:6][c:7]1[cH:8][cH:9][c:10]([O:11][c:12]2[o:13][cH:14][cH:15][cH:16]2)[cH:17][cH:18]1.[O:27]1[CH2:28][CH2:29][CH2:30][CH2:31]1>>[F:6][c:7]1[cH:8][cH:9][c:10]([O:11][c:12]2[o:13][c:14]([C:21]([CH2:20][Cl:19])=[O:22])[cH:15][cH:16]2)[cH:17][cH:18]1. Starting materials: C(C)(C)(C)NS(=O)(=O)C1=CC(=CC=C1)C1=CC=C2C=NC(=NN21)S(=O)C (N-tert-butyl-3-(2-methanesulfinyl-pyrrolo[2,1-f][1,2,4]triazin-7-yl)-benzenesulfonamide), CN1C=NC2=C1C=C(C=C2)N (3-methyl-3H-benzimidazol-5-ylamine). Yields the product C(C)(C)(C)NS(=O)(=O)C1=CC(=CC=C1)C1=CC=C2C=NC(=NN21)NC2=CC1=C(N=CN1C)C=C2 (N-tert-Butyl-3-[2-(3-methyl-3H-benzimidazol-5-ylamino)-pyrrolo[2,1-f][1,2,4]triazin-7-yl]-benzenesulfonamide). As a reaction SMILES: [C:1]([NH:5][S:6]([C:9]1[CH:14]=[CH:13][CH:12]=[C:11]([C:15]2[N:23]3[C:18]([CH:19]=[N:20][C:21](S(C)=O)=[N:22]3)=[CH:17][CH:16]=2)[CH:10]=1)(=[O:8])=[O:7])([CH3:4])([CH3:3])[CH3:2].[CH3:27][N:28]1[C:32]2[CH:33]=[C:34]([NH2:37])[CH:35]=[CH:36][C:31]=2[N:30]=[CH:29]1>>[C:1]([NH:5][S:6]([C:9]1[CH:14]=[CH:13][CH:12]=[C:11]([C:15]2[N:23]3[C:18]([CH:19]=[N:20][C:21]([NH:37][C:34]4[CH:35]=[CH:36][C:31]5[N:30]=[CH:29][N:28]([CH3:27])[C:32]=5[CH:33]=4)=[N:22]3)=[CH:17][CH:16]=2)[CH:10]=1)(=[O:8])=[O:7])([CH3:4])([CH3:3])[CH3:2]. Reported procedure: Following the synthetic and purification procedures described in Example 1293d, N-tert-butyl-3-(2-methanesulfinyl-pyrrolo[2,1-f][1,2,4]triazin-7-yl)-benzenesulfonamide (103 mg, 0.262 mmol) was coupled with 3-methyl-3H-benzimidazol-5-ylamine (66 mg, 0.45 mmol) at 105° C. for 120 h to afford the title compound. Yield of TFA salt: 78 mg (50%) of brown powder; LC/MS: 476 (M+H); HPLC: 97% pure, RT=2.64 min; 1H NMR: (DMSO, δ) 10.04 (s, 1H), 9.38 (s, 1H), 9.12 (s, 1H), 8.49 (s, 1H), 8.41 (d, J=8.0, 1H)...